Dataset: the Open Reaction Database (ORD), a public repository of structured organic reaction records. Task: describe an organic reaction: reactants, conditions, products, and yield The reactants are C1(=CC=C(C2=CC=CC=C12)C=CC(=O)[O-])C=CC(=O)OCC (ethyl 3,3'-(1,4-naphthalenediyl)diacrylate), [OH-].[K+] (potassium hydroxide), Cl (hydrochloric acid). Run in C(C)O (ethanol). Yields the product C1(=CC=C(C2=CC=CC=C12)C=CC(=O)O)C=CC(=O)O (3,3'-(1,4-naphthalenediyl)-diacrylic acid). The yield is 96.1%. As a reaction SMILES: [C:1]1([CH:16]=[CH:17][C:18]([O:20]CC)=[O:19])[C:10]2[C:5](=[CH:6][CH:7]=[CH:8][CH:9]=2)[C:4]([CH:11]=[CH:12][C:13]([O-:15])=[O:14])=[CH:3][CH:2]=1.[OH-].[K+].Cl>C(O)C>[C:1]1([CH:16]=[CH:17][C:18]([OH:20])=[O:19])[C:10]2[C:5](=[CH:6][CH:7]=[CH:8][CH:9]=2)[C:4]([CH:11]=[CH:12][C:13]([OH:15])=[O:14])=[CH:3][CH:2]=1 |f:1.2|. Reported procedure: In 2 mL of ethanol, were dissolved 115 mg (0.35 mmol) of ethyl 3,3'-(1,4-naphthalenediyl)diacrylate and 196 mg (3.49 mmol) of potassium hydroxide. The solution was refluxed for 2 hours. Thereto, 1N hydrochloric acid was added to bring the solution to pH=1. The deposited crystal was washed successively with water, and ethanol, and dried to obtain 90.2 mg (95%) of 3,3'-(1,4-naphthalenediyl)-diacrylic acid in a yellow crystal state. Starting materials: [Li+].CC(C)[N-]C(C)C (LDA), CN1CCCN(C1=O)C (DMPU), C1(=CC=C(C=C1)CC(=O)OCC)C (ethyl p-tolyl-acetate), CI (methyl iodide). Run in C1CCOC1 (THF), O (water). Run at time 1 hour. The product is C(C)OC(C(C)C1=CC=C(C=C1)C)=O (2-p-tolyl-propionic acid ethyl ester). Yield: 85.6%. Reaction SMILES: [C:1]1([CH3:13])[CH:6]=[CH:5][C:4]([CH2:7][C:8]([O:10][CH2:11][CH3:12])=[O:9])=[CH:3][CH:2]=1.[Li+].[CH3:15]C([N-]C(C)C)C.CI.CN1C(=O)N(C)CCC1>C1COCC1.O>[CH2:11]([O:10][C:8](=[O:9])[CH:7]([C:4]1[CH:3]=[CH:2][C:1]([CH3:13])=[CH:6][CH:5]=1)[CH3:15])[CH3:12] |f:1.2|. Procedure details: Under N2 atmosphere, a solution of ethyl p-tolyl-acetate (2.72 g, 15.2 mmol) in anhydrous THF (70 mL) was cooled to −40° C. and a solution of LDA (7.6 mL, 15.25 mmol) was added drop-wise over 30 minutes. The reaction mixture was stirred for 1 h, and methyl iodide (3.03 g, 21.30 mmol) was added drop-wise, followed by the addition of DMPU (1 mL). The reaction mixture was allowed to warm to rt, after 1 h and stirred overnight. The reaction mixture was poured into water (30 mL) and extracted with et...